This data is from the Open Reaction Database (ORD), a public repository of structured organic reaction records. The task is: describe an organic reaction: reactants, conditions, products, and yield The reactants are COC=1C=C2C(=CC=NC2=CC1OC)OC1=C(C(=C(N)C=C1)C)C (4-[(6,7-Dimethoxy-4-quinolyl)oxy]-2,3-dimethylaniline), ClC(Cl)(OC(OC(Cl)(Cl)Cl)=O)Cl (triphosgene), C([O-])(O)=O.[Na+] (sodium bicarbonate), C(CCCCCCCCCCCCCCCCC)O (1-octadecanol). Solvent: C(C)N(CC)CC (triethylamine), C1(=CC=CC=C1)C (toluene), C(Cl)Cl (methylene chloride). The product is COC=1C=C2C(=CC=NC2=CC1OC)OC1=C(C(=C(C=C1)NC(OCCCCCCCCCCCCCCCCCC)=O)C)C (Octadecyl N-{4-[(6,7-dimethoxy-4-quinolyl)oxy]-2,3-dimethylphenyl}carbamate). Yield: 100.3%. As a reaction SMILES: [CH3:1][O:2][C:3]1[CH:4]=[C:5]2[C:10](=[CH:11][C:12]=1[O:13][CH3:14])[N:9]=[CH:8][CH:7]=[C:6]2[O:15][C:16]1[CH:22]=[CH:21][C:19]([NH2:20])=[C:18]([CH3:23])[C:17]=1[CH3:24].Cl[C:26](Cl)([O:28][C:29](=[O:35])OC(Cl)(Cl)Cl)Cl.[CH2:37](O)[CH2:38][CH2:39][CH2:40][CH2:41][CH2:42][CH2:43][CH2:44][CH2:45][CH2:46][CH2:47][CH2:48][CH2:49][CH2:50][CH2:51][CH2:52][CH2:53]C.C(=O)(O)[O-].[Na+]>C(Cl)Cl.C(N(CC)CC)C.C1(C)C=CC=CC=1>[CH3:1][O:2][C:3]1[CH:4]=[C:5]2[C:10](=[CH:11][C:12]=1[O:13][CH3:14])[N:9]=[CH:8][CH:7]=[C:6]2[O:15][C:16]1[CH:22]=[CH:21][C:19]([NH:20][C:29](=[O:35])[O:28][CH2:26][CH2:53][CH2:52][CH2:51][CH2:50][CH2:49][CH2:48][CH2:47][CH2:46][CH2:45][CH2:44][CH2:43][CH2:42][CH2:41][CH2:40][CH2:39][CH2:38][CH3:37])=[C:18]([CH3:23])[C:17]=1[CH3:24] |f:3.4|. Procedure details: 4-[(6,7-Dimethoxy-4-quinolyl)oxy]-2,3-dimethylaniline (50 mg) was added to toluene (5 ml), and triethylamine (0.5 ml), and the mixture was heated under reflux to prepare a solution. A solution of triphosgene (68 mg) in methylene chloride was then added thereto, and the mixture was heated under reflux for 10 min. Next, 1-octadecanol (62 mg) was added thereto, and the mixture was further stirred with heating under reflux for 3 hr. A saturated aqueous sodium bicarbonate solution was added to stop t...